From a dataset of the Open Reaction Database (ORD), a public repository of structured organic reaction records. describe an organic reaction: reactants, conditions, products, and yield The reactants are C(C)OC=1C=C(C=CC1OCC)C=1SC=C(N1)C1=CC(=C(C(=C1)CC(=C)C)OCOC)C(=O)OCOCOC (2-(3,4-diethoxyphenyl)-4-[3-methoxymethoxymethoxycarbonyl-4-methoxymethoxy-5-(2-methyl-2-propenyl)phenyl]thiazole), O=[O+][O-] (ozone), CSC (methyl sulfide). Solvent: CO (methanol). Reaction conditions: time 1 hour. Product: C(C)OC=1C=C(C=CC1OCC)C=1SC=C(N1)C1=CC(=C(C(=C1)CC(C)=O)OCOC)C(=O)OCOC (2-(3,4-diethoxyphenyl)-4-(3-methoxymethoxycarbonyl-4-methoxymethoxy-5-acetylmethylphenyl)thiazole). Reaction SMILES: [CH2:1]([O:3][C:4]1[CH:5]=[C:6]([C:13]2[S:14][CH:15]=[C:16]([C:18]3[CH:23]=[C:22]([CH2:24][C:25]([CH3:27])=C)[C:21]([O:28][CH2:29][O:30][CH3:31])=[C:20]([C:32]([O:34][CH2:35][O:36][CH2:37]OC)=[O:33])[CH:19]=3)[N:17]=2)[CH:7]=[CH:8][C:9]=1[O:10][CH2:11][CH3:12])[CH3:2].[O:40]=[O+][O-].CSC>CO>[CH2:1]([O:3][C:4]1[CH:5]=[C:6]([C:13]2[S:14][CH:15]=[C:16]([C:18]3[CH:23]=[C:22]([CH2:24][C:25](=[O:40])[CH3:27])[C:21]([O:28][CH2:29][O:30][CH3:31])=[C:20]([C:32]([O:34][CH2:35][O:36][CH3:37])=[O:33])[CH:19]=3)[N:17]=2)[CH:7]=[CH:8][C:9]=1[O:10][CH2:11][CH3:12])[CH3:2]. Procedure: In 20 ml of methanol was dissolved 1 g of 2-(3,4-diethoxyphenyl)-4-[3-methoxymethoxymethoxycarbonyl-4-methoxymethoxy-5-(2-methyl-2-propenyl)phenyl]thiazole. Into the solution being stirred under ice-cooling was blown ozone. After 1 hour, 0.5 ml of methyl sulfide was added. The mixture was stirred at the same temperature for 30 minutes. The solvent was removed from the reaction mixture by distillation. To the residue were added 50 ml of dichloromethane and 25 ml of water. The organic layer was se... The reactants are C1(=CC=CC=C1)S(=O)(=O)C1=C(C=C2C(C(=CN(C2=N1)C1=C(C=C(C=C1)F)F)C(=O)OCC)=O)F (ethyl 7-benzenesulfonyl-1-(2,4-difluorophenyl)-6-fluoro-1,4-dihydro-4-oxo-1,8-naphthyridine-3-carboxylate), Cl (hydrochloric acid). The solvent is O1CCOCC1 (dioxane). The product is C1(=CC=CC=C1)S(=O)(=O)C1=C(C=C2C(C(=CN(C2=N1)C1=C(C=C(C=C1)F)F)C(=O)O)=O)F (7-benzenesulfonyl-1-(2,4-difluorophenyl)-6-fluoro-1,4-dihydro-4-oxo-1,8-naphthyridine-3-carboxylic acid). Yield: 74.3%. RXN SMILES: [C:1]1([S:7]([C:10]2[N:19]=[C:18]3[C:13]([C:14](=[O:33])[C:15]([C:28]([O:30]CC)=[O:29])=[CH:16][N:17]3[C:20]3[CH:25]=[CH:24][C:23]([F:26])=[CH:22][C:21]=3[F:27])=[CH:12][C:11]=2[F:34])(=[O:9])=[O:8])[CH:6]=[CH:5][CH:4]=[CH:3][CH:2]=1.Cl>O1CCOCC1>[C:1]1([S:7]([C:10]2[N:19]=[C:18]3[C:13]([C:14](=[O:33])[C:15]([C:28]([OH:30])=[O:29])=[CH:16][N:17]3[C:20]3[CH:25]=[CH:24][C:23]([F:26])=[CH:22][C:21]=3[F:27])=[CH:12][C:11]=2[F:34])(=[O:8])=[O:9])[CH:2]=[CH:3][CH:4]=[CH:5][CH:6]=1. Reported procedure: In 8.0 ml of dioxane was suspended 800 mg of ethyl 7-benzenesulfonyl-1-(2,4-difluorophenyl)-6-fluoro-1,4-dihydro-4-oxo-1,8-naphthyridine-3-carboxylate, and 4.9 ml of N hydrochloric acid was added thereto, after which the resulting mixture was subjected to reaction under reflux for 4 hours. The solvent was removed by distillation under reduced pressure, and the residue thus obtained was purified by a column chromatography [Wako Silica Gel C-200, eluant: benzene-ethyl acetate (10:1 by volume)] to ... Starting materials: CCS, CCCCCCCC1(O)CCC(C2CCC(CCCCC)CC2)CC1, CC(=O)OC(C)=O, CC(=O)O, [O-][Cl+3]([O-])([O-])O, [Cl-], [Na+]. Yields the product CCCCCCCC1(SCC)CCC(C2CCC(CCCCC)CC2)CC1. Reaction SMILES: [CH2:1]([CH3:2])[SH:3].[CH2:4]([CH2:5][CH2:6][CH2:7][CH3:8])[CH:9]1[CH2:10][CH2:11][CH:12]([CH:15]2[CH2:16][CH2:17][C:18]([OH:21])([CH2:22][CH2:23][CH2:24][CH2:25][CH2:26][CH2:27][CH3:28])[CH2:19][CH2:20]2)[CH2:13][CH2:14]1.[CH3:29][C:30]([O:31][C:32](=[O:33])[CH3:34])=[O:35].[CH3:43][C:44](=[O:45])[OH:46].[Cl+3:36]([OH:37])([O-:38])([O-:39])[O-:40].[Cl-:42].[Na+:41]>>[CH2:1]([CH3:2])[S:3][C:18]1([CH2:22][CH2:23][CH2:24][CH2:25][CH2:26][CH2:27][CH3:28])[CH2:17][CH2:16][CH:15]([CH:12]2[CH2:11][CH2:10][CH:9]([CH2:4][CH2:5][CH2:6][CH2:7][CH3:8])[CH2:14][CH2:13]2)[CH2:20][CH2:19]1. As a reaction SMILES: Br[C:2]1[CH:3]=[C:4]([C:23]([OH:25])=[O:24])[C:5]2[O:9][C:8]([C:16]3[CH:21]=[CH:20][CH:19]=[CH:18][CH:17]=3)([C:10]3[CH:15]=[CH:14][CH:13]=[CH:12][CH:11]=3)[O:7][C:6]=2[CH:22]=1.[H-].[Li+].[CH3:28][N:29]([CH3:33])[C:30](Cl)=[O:31]>>[CH3:28][N:29]([CH3:33])[C:30]([C:2]1[CH:3]=[C:4]([C:23]([OH:25])=[O:24])[C:5]2[O:9][C:8]([C:16]3[CH:21]=[CH:20][CH:19]=[CH:18][CH:17]=3)([C:10]3[CH:15]=[CH:14][CH:13]=[CH:12][CH:11]=3)[O:7][C:6]=2[CH:22]=1)=[O:31] |f:1.2|. Procedure: 6-Bromo-2,2-diphenyl-1,3-benzodioxole-4-carboxylic acid (200 mg, 0.486 mmol), LiH (10 mg, 0.97 mmol, 2 eq.) and dimethylcarbamoylchloride (0.18 mL, 1.94 mmol, 4 eq.) as the electrophile were reacted according to GP4, Method B. The crude product was purified using flash chromatography (silica gel, hexane/EtOAc/AcOH 67:30:3) to give the title compound as a colorless solid. Product: CN(C(=O)C=1C=C(C2=C(OC(O2)(C2=CC=CC=C2)C2=CC=CC=C2)C1)C(=O)O)C (6-Dimethylcarbamoyl-2,2-diphenyl-1,3-benzodioxole-4-carboxylic acid). Starting materials: BrC=1C=C(C2=C(OC(O2)(C2=CC=CC=C2)C2=CC=CC=C2)C1)C(=O)O (6-Bromo-2,2-diphenyl-1,3-benzodioxole-4-carboxylic acid), [H-].[Li+] (LiH), CN(C(=O)Cl)C (dimethylcarbamoylchloride). Starting materials: COCCOC, FC(F)Cl, [Na+], [OH-], O, N#Cc1c(O)cccc1F. Product: N#Cc1c(F)cccc1OC(F)F. RXN SMILES: [CH3:15][O:16][CH2:17][CH2:18][O:19][CH3:20].[Cl:1][CH:2]([F:3])[F:4].[Na+:22].[OH-:21].[OH2:23].[OH:5][c:6]1[c:7]([C:8]#[N:9])[c:10]([F:14])[cH:11][cH:12][cH:13]1>>[CH:2]([F:3])([F:4])[O:5][c:6]1[c:7]([C:8]#[N:9])[c:10]([F:14])[cH:11][cH:12][cH:13]1. Reactants: FC1=C(C=CC=C1)C=CC(=O)N[C@@H](CCSC)C(=O)OC (Methyl N-[3-(2-Fluorophenyl)acryloyl]-L-Methioninate), [OH-].[Na+] (sodium hydroxide). Solvent: CO (methanol). The product is FC1=C(C=CC=C1)C=CC(=O)N[C@@H](CCSC)C(=O)O (N-[3-(2-Fluorophenyl)acryloyl]-L-Methionine). Isolated yield 84.9%. Reaction SMILES: [F:1][C:2]1[CH:7]=[CH:6][CH:5]=[CH:4][C:3]=1[CH:8]=[CH:9][C:10]([NH:12][C@H:13]([C:18]([O:20]C)=[O:19])[CH2:14][CH2:15][S:16][CH3:17])=[O:11].[OH-].[Na+]>CO>[F:1][C:2]1[CH:7]=[CH:6][CH:5]=[CH:4][C:3]=1[CH:8]=[CH:9][C:10]([NH:12][C@H:13]([C:18]([OH:20])=[O:19])[CH2:14][CH2:15][S:16][CH3:17])=[O:11] |f:1.2|. Procedure: The same procedures as in Example 64 were carried out from the compound obtained in Example 55 (3.7 g), 1 mol/L of an aqueous sodium hydroxide solution (18 mL), and methanol (180 mL), to give the captioned compound (3.0 g, 85%) as crystals. The reactants are CC(=O)O, CC(SCC(=O)O)c1ccc(-c2ccccc2Cl)cc1, O, OO. The product is CC(c1ccc(-c2ccccc2Cl)cc1)S(=O)CC(=O)O. As a reaction SMILES: [CH3:24][C:25](=[O:26])[OH:27].[Cl:1][c:2]1[c:3](-[c:8]2[cH:9][cH:10][c:11]([CH:14]([CH3:15])[S:16][CH2:17][C:18](=[O:19])[OH:20])[cH:12][cH:13]2)[cH:4][cH:5][cH:6][cH:7]1.[OH2:23].[OH:21][OH:22]>>[Cl:1][c:2]1[c:3](-[c:8]2[cH:9][cH:10][c:11]([CH:14]([CH3:15])[S:16]([CH2:17][C:18](=[O:19])[OH:20])=[O:21])[cH:12][cH:13]2)[cH:4][cH:5][cH:6][cH:7]1. The reactants are N (Ammonia), C(C)(=O)O.ClC1=C2CC[C@H]3[C@@H]4CC[C@H]([C@@H](CO)C)[C@]4(CC[C@@H]3[C@]2(CCC1=O)C)C ((20S)-4-chloro-21-hydroxy-20-methylpregn-4-en-3-one acetate), CCOCC (ether). The solvent is O (water). Conditions: temperature -78 celsius, time 8 hour. Yields the product NC1=C2CC[C@H]3[C@@H]4CC[C@H]([C@@H](CO)C)[C@]4(CC[C@@H]3[C@]2(CCC1=O)C)C ((20S)-4-amino-21-hydroxy-20-methylpregn-4-en-3-one). Isolated yield 4.0%. RXN SMILES: [NH3:1].C(O)(=O)C.Cl[C:7]1[C:27](=[O:28])[CH2:26][CH2:25][C@@:24]2([CH3:29])[C:8]=1[CH2:9][CH2:10][C@@H:11]1[C@@H:23]2[CH2:22][CH2:21][C@@:20]2([CH3:30])[C@H:12]1[CH2:13][CH2:14][C@@H:15]2[C@H:16]([CH3:19])[CH2:17][OH:18].CCOCC>O>[NH2:1][C:7]1[C:27](=[O:28])[CH2:26][CH2:25][C@@:24]2([CH3:29])[C:8]=1[CH2:9][CH2:10][C@@H:11]1[C@@H:23]2[CH2:22][CH2:21][C@@:20]2([CH3:30])[C@H:12]1[CH2:13][CH2:14][C@@H:15]2[C@H:16]([CH3:19])[CH2:17][OH:18] |f:1.2|. Procedure details: Ammonia (about 8 mL) was condensed into a Carius tube which contained (20S)-4-chloro-21-hydroxy-20-methylpregn-4-en-3-one acetate (1.5 g, 3.69 mmol) and which was cooled to -78° C. The tube was sealed, heated to 70° C. for one hour, and then allowed to stand at room temperature overnight. The contents of the tube were poured into a mixture of ether and water and the two layers were separated. The organic layer was extracted with 0.5N hydrochloric acid and the resulting acidic, aqueous solution w... Starting materials: BrCC1=C(C(=O)OC)C=CN=C1Cl (methyl 3-(bromomethyl)-2-chloroisonicotinate), Cl.FC(CCOC1=CC=C(C=N1)C(C)N)(F)F (1-(6-(3,3,3-trifluoropropoxy)pyridin-3-yl)ethanamine hydrochloride). The product is ClC1=NC=CC2=C1CN(C2=O)C(C)C=2C=NC(=CC2)OCCC(F)(F)F (4-chloro-2-(1-(6-(3,3,3-trifluoropropoxy)pyridin-3-yl)ethyl)-2,3-dihydro-1H-pyrrolo[3,4-c]pyridin-1-one). The yield is 47.0%. As a reaction SMILES: Br[CH2:2][C:3]1[C:12]([Cl:13])=[N:11][CH:10]=[CH:9][C:4]=1[C:5]([O:7]C)=O.Cl.[F:15][C:16]([F:30])([F:29])[CH2:17][CH2:18][O:19][C:20]1[N:25]=[CH:24][C:23]([CH:26]([NH2:28])[CH3:27])=[CH:22][CH:21]=1>>[Cl:13][C:12]1[C:3]2[CH2:2][N:28]([CH:26]([C:23]3[CH:24]=[N:25][C:20]([O:19][CH2:18][CH2:17][C:16]([F:30])([F:15])[F:29])=[CH:21][CH:22]=3)[CH3:27])[C:5](=[O:7])[C:4]=2[CH:9]=[CH:10][N:11]=1 |f:1.2|. Reported procedure: The title compound is prepared in 47% yield (102 mg, colorless oil) from methyl 3-(bromomethyl)-2-chloroisonicotinate (150 mg, 0.57 mmol) and 1-(6-(3,3,3-trifluoropropoxy)pyridin-3-yl)ethanamine hydrochloride (154 mg, 0.57 mmol, Amine-15, single enantiomer) in a similar manner to Intermediate-2.